This data is from the Open Reaction Database (ORD), a public repository of structured organic reaction records. The task is: describe an organic reaction: reactants, conditions, products, and yield As a reaction SMILES: [CH3:1][CH:2]([CH2:3][CH2:4][OH:5])[CH3:6].[Cl:13][C:14](=[O:15])[O:16][CH2:17][Cl:18].[Cl:19][CH2:20][Cl:21].[cH:7]1[cH:8][cH:9][n:10][cH:11][cH:12]1>>[CH3:1][CH:2]([CH2:3][CH2:4][O:5][C:14](=[O:15])[O:16][CH2:17][Cl:18])[CH3:6]. The product is CC(C)CCOC(=O)OCCl. Starting materials: CC(C)CCO, O=C(Cl)OCCl, ClCCl, c1ccncc1. Reactants: CCOC(=O)C(Cc1ccc(OC)c2c1ccc(=O)n2C)C(=O)OCC, O=C1CCC(=O)N1Cl, ClCCl, Cl, [H-], [H][H], [Na+], C1CCOC1. Yields the product CCOC(=O)C(Cl)(Cc1ccc(OC)c2c1ccc(=O)n2C)C(=O)OCC. RXN SMILES: [CH3:3][O:4][c:5]1[cH:6][cH:7][c:8]([CH2:17][CH:18]([C:19](=[O:20])[O:21][CH2:22][CH3:23])[C:24](=[O:25])[O:26][CH2:27][CH3:28])[c:9]2[cH:10][cH:11][c:12](=[O:16])[n:13]([CH3:15])[c:14]12.[Cl:31][N:32]1[C:33](=[O:34])[CH2:35][CH2:36][C:37]1=[O:38].[Cl:40][CH2:41][Cl:42].[ClH:39].[H-:1].[H:29][H:30].[Na+:2].[O:43]1[CH2:44][CH2:45][CH2:46][CH2:47]1>>[CH3:3][O:4][c:5]1[cH:6][cH:7][c:8]([CH2:17][C:18]([C:19](=[O:20])[O:21][CH2:22][CH3:23])([C:24](=[O:25])[O:26][CH2:27][CH3:28])[Cl:31])[c:9]2[cH:10][cH:11][c:12](=[O:16])[n:13]([CH3:15])[c:14]12. Reactants: O=C([O-])[O-], CCOC(C)=O, CNCCc1ccc(OC)c(OC)c1, CCOC(C)=O, Cc1ccc(-c2cccc(C=CC(=O)Nc3ccc(CCl)cc3)c2)cc1, Cl, [K+], [K+], CN(C)C=O, O. Product: COc1ccc(CCN(C)Cc2ccc(NC(=O)C=Cc3cccc(-c4ccc(C)cc4)c3)cc2)cc1OC, Cl. As a reaction SMILES: [C:41](=[O:42])([O-:43])[O-:44].[C:47]([O:48][CH2:49][CH3:50])(=[O:51])[CH3:52].[CH3:27][O:28][c:29]1[cH:30][c:31]([CH2:37][CH2:38][NH:39][CH3:40])[cH:32][cH:33][c:34]1[O:35][CH3:36].[CH3:59][CH2:60][O:61][C:62](=[O:63])[CH3:64].[Cl:1][CH2:2][c:3]1[cH:4][cH:5][c:6]([NH:9][C:10]([CH:11]=[CH:12][c:13]2[cH:14][c:15](-[c:19]3[cH:20][cH:21][c:22]([CH3:25])[cH:23][cH:24]3)[cH:16][cH:17][cH:18]2)=[O:26])[cH:7][cH:8]1.[ClH:53].[K+:45].[K+:46].[O:54]=[CH:55][N:56]([CH3:57])[CH3:58].[OH2:65]>>[CH2:2]([c:3]1[cH:4][cH:5][c:6]([NH:9][C:10]([CH:11]=[CH:12][c:13]2[cH:14][c:15](-[c:19]3[cH:20][cH:21][c:22]([CH3:25])[cH:23][cH:24]3)[cH:16][cH:17][cH:18]2)=[O:26])[cH:7][cH:8]1)[N:39]([CH2:38][CH2:37][c:31]1[cH:30][c:29]([O:28][CH3:27])[c:34]([O:35][CH3:36])[cH:33][cH:32]1)[CH3:40].[ClH:1]. The reactants are FC1=C(C=CC(=C1)F)C=1N=C2N(C1C=1N=NC(=CC1)NN)CCC2 (2-(2,4-difluorophenyl)-3-(6-hydrazinylpyridazin-3-yl)-6,7-dihydro-5H-pyrrolo[1,2-a]imidazole), CO (MeOH), C(C)(=O)O.C(C)(=O)O.IC1=CC=CC=C1 (iodobenzene diacetate), O=CC(=O)OCC (ethyl 2-oxoacetate). The solvent is C(Cl)Cl (DCM), C(Cl)Cl (DCM). Run at temperature 70 celsius, time 1 hour. Yields the product FC1=C(C=CC(=C1)F)C=1N=C2N(C1C=1C=CC=3N(N1)C(=NN3)C(=O)OCC)CCC2 (Ethyl 6-(2-(2,4-difluorophenyl)-6,7-dihydro-5H-pyrrolo[1,2-a]imidazol-3-yl)-[1,2,4]triazolo[4,3-b]pyridazine-3-carboxylate). Isolated yield 73.3%. RXN SMILES: [F:1][C:2]1[CH:7]=[C:6]([F:8])[CH:5]=[CH:4][C:3]=1[C:9]1[N:10]=[C:11]2[CH2:24][CH2:23][CH2:22][N:12]2[C:13]=1[C:14]1[N:15]=[N:16][C:17]([NH:20][NH2:21])=[CH:18][CH:19]=1.CO.O=[CH:28][C:29]([O:31][CH2:32][CH3:33])=[O:30].C(O)(=O)C.C(O)(=O)C.IC1C=CC=CC=1>C(Cl)Cl>[F:1][C:2]1[CH:7]=[C:6]([F:8])[CH:5]=[CH:4][C:3]=1[C:9]1[N:10]=[C:11]2[CH2:24][CH2:23][CH2:22][N:12]2[C:13]=1[C:14]1[CH:19]=[CH:18][C:17]2[N:16]([C:28]([C:29]([O:31][CH2:32][CH3:33])=[O:30])=[N:21][N:20]=2)[N:15]=1 |f:3.4.5|. Reported procedure: A 250 mL pear flask was charged with 2-(2,4-difluorophenyl)-3-(6-hydrazinylpyridazin-3-yl)-6,7-dihydro-5H-pyrrolo[1,2-a]imidazole (7.90 g, 24.1 mmol) and MeOH (70 mL). To the flask was added ethyl 2-oxoacetate (Fluka, 5.72 mL, 28.9 mmol) and the mixture was heated to about 70° C. for about 1 h, at which point the starting material was consumed. The suspension was cooled to ambient temperature and the MeOH was removed under reduced pressure to give a brown solid. To the flask was added DCM (70 mL... As a reaction SMILES: [CH3:1][N:2]1[CH2:7][CH2:6][N:5]([C:8]2[CH:9]=[CH:10][N:11]3[C:16]([CH:17]=2)=[CH:15][CH:14]=[C:13]([C:18]([O:20]CC)=[O:19])[C:12]3=[O:23])[CH2:4][CH2:3]1.[OH-].[Na+].[ClH:26]>C1COCC1>[ClH:26].[CH3:1][N:2]1[CH2:7][CH2:6][N:5]([C:8]2[CH:9]=[CH:10][N:11]3[C:16]([CH:17]=2)=[CH:15][CH:14]=[C:13]([C:18]([OH:20])=[O:19])[C:12]3=[O:23])[CH2:4][CH2:3]1 |f:1.2,5.6|. Conditions: temperature 75 celsius, time 8 hour. Yields the product Cl.CN1CCN(CC1)C=1C=CN2C(C(=CC=C2C1)C(=O)O)=O (8-(4-methylpiperazin-1-yl)-4H-quinolizin-4-one-3-carboxylic acid hydrochloride). Run in C1CCOC1 (THF). The reactants are CN1CCN(CC1)C=1C=CN2C(C(=CC=C2C1)C(=O)OCC)=O (ethyl 8-(4-methylpiperazin-1-yl)-4H-quinolizin-4-one-3-carboxylate), Cl (hydrochloric acid), aqueous solution, [OH-].[Na+] (sodium hydroxide). Procedure: A mixture of 0.865 g (2.75 mmol) of ethyl 8-(4-methylpiperazin-1-yl)-4H-quinolizin-4-one-3-carboxylate, from Step 1, in 12 mL of THF and 16.5 mL of a 0.5N aqueous solution of sodium hydroxide was heated, with stirring, at 75° C. for 8 hours. The THF was removed from the reaction mixture by distillation during the reaction. The concentrated reaction mixture was cooled to ambient temperature and adjusted to pH 2.0 with 10.5 mL of 1N aqueous hydrochloric acid solution. The aqueous solution was conc...